Dataset: the Open Reaction Database (ORD), a public repository of structured organic reaction records. Task: describe an organic reaction: reactants, conditions, products, and yield Reactants: C(C)(C)[Mg]Br (i-Propylmagnesium bromide), BrC1=C(C=C(C=C1)Cl)OCCOC (1-Bromo-4-chloro-2-(2-methoxy-ethoxy)-benzene), C(C)OC(C(F)(F)F)=O (trifluoroacetic acid ethyl ester). The solvent is C1CCOC1 (THF). Conditions: temperature 10 celsius, time 30 minute. Yields the product ClC1=CC(=C(C=C1)C(C(F)(F)F)=O)OCCOC (1-(4-chloro-2-(2-methoxyethoxy)phenyl)-2,2,2-trifluoroethanone). RXN SMILES: Br[C:2]1[CH:7]=[CH:6][C:5]([Cl:8])=[CH:4][C:3]=1[O:9][CH2:10][CH2:11][O:12][CH3:13].C([Mg]Br)(C)C.C([O:21][C:22](=O)[C:23]([F:26])([F:25])[F:24])C>C1COCC1>[Cl:8][C:5]1[CH:6]=[CH:7][C:2]([C:22](=[O:21])[C:23]([F:26])([F:25])[F:24])=[C:3]([O:9][CH2:10][CH2:11][O:12][CH3:13])[CH:4]=1. Reported procedure: 1-Bromo-4-chloro-2-(2-methoxy-ethoxy)-benzene (CAS#1245563-20-5) (5.00 g, 18.8 mmol) was dissolved in THF (30 mL) and cooled to 0° C. i-Propylmagnesium bromide (11.3 mL, 2.0 M in THF, 22.6 mmol) was added dropwise, and the reaction was stirred at 10° C. for 30 min, then warmed to RT for 16 h. The reaction was then cooled to −15° C. and trifluoroacetic acid ethyl ester (3.37 mL, 28.2 mmol) was added. The reaction was stirred at 10° C. for 1 h. The reaction was quenched with HCl (2 N, 38 mL) at 0°... Reactants: C(C)(C)(C)OC(=O)NCCOC=1C=C(C=CC1)[N+](=O)[O-] (3-[2-(tert.butyloxycarbonylamino)ethoxy]-nitrobenzene), petroleum ether ethyl acetate. The reagents and catalysts are [Pt] (platinum/charcoal). The solvent is CO (methanol). The product is C(C)(C)(C)OC(=O)NCCOC=1C=C(N)C=CC1 (3-[2-(tert.butyloxycarbonylamino)ethoxy]-aniline). RXN SMILES: [C:1]([O:5][C:6]([NH:8][CH2:9][CH2:10][O:11][C:12]1[CH:13]=[C:14]([N+:18]([O-])=O)[CH:15]=[CH:16][CH:17]=1)=[O:7])([CH3:4])([CH3:3])[CH3:2]>CO.[Pt]>[C:1]([O:5][C:6]([NH:8][CH2:9][CH2:10][O:11][C:12]1[CH:13]=[C:14]([CH:15]=[CH:16][CH:17]=1)[NH2:18])=[O:7])([CH3:4])([CH3:2])[CH3:3]. Procedure details: Prepared from 3-[2-(tert.butyloxycarbonylamino)ethoxy]-nitrobenzene by hydrogenation in methanol at ambient temperature in the presence of platinum/charcoal, Rf value: 0.42 (silica gel; petroleum ether/ethyl acetate=1:1) The reactants are C(C)(C)OC1=C(C=C(C(=O)O)C=C1C)C (4-isopropoxy-3,5-dimethyl-benzoic acid), C(C=C)OC1=C(C=C(C(=N)NO)C=C1C)C (4-allyloxy-N-hydroxy-3,5-dimethyl-benzamidine), CCN(C(C)C)C(C)C (DIPEA), CN(C)C(=[N+](C)C)ON1C2=C(C=CC=C2)N=N1.[B-](F)(F)(F)F (TBTU). The solvent is C(Cl)Cl (DCM), CC(OCC)=O (EA). Run at temperature 0 celsius, time 1 hour. The product is C(C=C)OC1=C(C=C(C=C1C)C1=NOC(=N1)C1=CC(=C(C(=C1)C)OC(C)C)C)C (3-(4-allyloxy-3,5-dimethyl-phenyl)-5-(4-isopropoxy-3,5-dimethyl-phenyl)-[1,2,4]oxadiazole). Yield: 111.3%. Reaction SMILES: [CH:1]([O:4][C:5]1[C:13]([CH3:14])=[CH:12][C:8]([C:9]([OH:11])=O)=[CH:7][C:6]=1[CH3:15])([CH3:3])[CH3:2].[CH2:16]([O:19][C:20]1[C:29]([CH3:30])=[CH:28][C:23]([C:24]([NH:26]O)=[NH:25])=[CH:22][C:21]=1[CH3:31])[CH:17]=[CH2:18].CCN(C(C)C)C(C)C.CN(C(ON1N=NC2C=CC=CC1=2)=[N+](C)C)C.[B-](F)(F)(F)F>C(Cl)Cl.CC(=O)OCC>[CH2:16]([O:19][C:20]1[C:29]([CH3:30])=[CH:28][C:23]([C:24]2[N:26]=[C:9]([C:8]3[CH:7]=[C:6]([CH3:15])[C:5]([O:4][CH:1]([CH3:2])[CH3:3])=[C:13]([CH3:14])[CH:12]=3)[O:11][N:25]=2)=[CH:22][C:21]=1[CH3:31])[CH:17]=[CH2:18] |f:3.4|. Procedure details: To a mixture of 4-isopropoxy-3,5-dimethyl-benzoic acid (175 mg, 794 μmol), 4-allyloxy-N-hydroxy-3,5-dimethyl-benzamidine (165 mg, 792 μmol) and DIPEA (128 mg, 993 μmol) in DCM (10 mL), TBTU (321 mg, 1.00 mmol) is added at 0° C. The mixture is stirred at 0° C. for 1 h, then at rt for 5 h, before it is diluted with EA (100 mL) and washed with sat. aq. NaHCO3 solution (2×30 mL). The org. extract is dried over Na2SO4, filtered and evaporated. The residue is dissolved in dioxane (10 mL) and stirred a... Reactants: Cl.C(C1=CC=CC=C1)OC(=O)N[C@@H](CCCNC(N)=N)C(=O)N1[C@H](C(=O)NCC(=O)N)CCC1 (Nα -benzyloxycarbonyl-L-arginyl-L-prolyl-glycinamide hydrochloride). Reagents/catalysts: [Pd] (palladium-on-carbon). Run in CO (methanol). Conditions: time 8 hour. The product is Cl.N[C@@H](CCCNC(N)=N)C(=O)N1[C@H](C(=O)NCC(=O)N)CCC1 (L-Arginyl-L-prolyl-glycinamide hydrochloride). RXN SMILES: [ClH:1].C(OC([NH:12][C@H:13]([C:21]([N:23]1[CH2:34][CH2:33][CH2:32][C@H:24]1[C:25]([NH:27][CH2:28][C:29]([NH2:31])=[O:30])=[O:26])=[O:22])[CH2:14][CH2:15][CH2:16][NH:17][C:18](=[NH:20])[NH2:19])=O)C1C=CC=CC=1>[Pd].CO>[ClH:1].[NH2:12][C@H:13]([C:21]([N:23]1[CH2:34][CH2:33][CH2:32][C@H:24]1[C:25]([NH:27][CH2:28][C:29]([NH2:31])=[O:30])=[O:26])=[O:22])[CH2:14][CH2:15][CH2:16][NH:17][C:18](=[NH:19])[NH2:20] |f:0.1,4.5|. Procedure details: A solution of 21.2 g. of Nα -benzyloxycarbonyl-L-arginyl-L-prolyl-glycinamide hydrochloride (Example 1, part m) in 200 ml. of methanol with 1.0 g. of 20% palladium-on-carbon is stirred under hydrogen gas for four hours and allowed to stand overnight. The solution is filtered and the filtrate evaporated at 40° C. under reduced pressure to a white foam which is suitable for use without further purification. Reactants: N[C@H]([C@H](O)C1=CC=CC=C1)C(C)C ((1R,2S)-2-amino-1-phenyl-3-methyl-butanol), O(CCBr)CCBr ((BrC2H4)2O), N[C@H]([C@H](O)C1=CC=CC=C1)C1=CC=CC=C1 ((1R,2S)-2-amino-1,2-diphenylethanol), BrCCCCBr (1,4-dibromobutane). The solvent is CCOC(=O)C (EtOAc), CCCCCC (n-Hexane). Product: C1(=CC=CC=C1)[C@H]([C@@H](N1CCOCC1)C1=CC=CC=C1)O ((1R,2S)-1,2-Diphenyl-2-morpholin-4-yl-ethanol). Yield: 95.0%. As a reaction SMILES: N[C@@H](C(C)C)[C@@H](C1C=CC=CC=1)O.[NH2:14][C@@H:15]([C:24]1[CH:29]=[CH:28][CH:27]=[CH:26][CH:25]=1)[C@@H:16]([C:18]1[CH:23]=[CH:22][CH:21]=[CH:20][CH:19]=1)[OH:17].BrCCCCBr.[O:36]([CH2:40][CH2:41]Br)[CH2:37][CH2:38]Br>CCOC(C)=O.CCCCCC>[C:18]1([C@@H:16]([OH:17])[C@H:15]([C:24]2[CH:29]=[CH:28][CH:27]=[CH:26][CH:25]=2)[N:14]2[CH2:41][CH2:40][O:36][CH2:37][CH2:38]2)[CH:23]=[CH:22][CH:21]=[CH:20][CH:19]=1. Procedure: Repeat Step (a) of EXAMPLE 6, but replace (1R,2S)-2-amino-1-phenyl-3-methyl-butanol with (1R,2S)-2-amino-1,2-diphenylethanol, and replace 1,4-dibromobutane with (BrC2H4)2O. Column chromatography (Silica gel 50 g, eluent is n-Hexane:EtOAc=4:1) is used to purify the coarse product and a white solid (1.34 g) is obtained. The yield is 95% and the other analysis includes: